This data is from the Open Reaction Database (ORD), a public repository of structured organic reaction records. The task is: describe an organic reaction: reactants, conditions, products, and yield Reactants: COC1=CC(=C(C=C1)C=1OC(=NN1)C12CCC(CC1)(CC2)CCCCC)C (2-(4-Methoxy-2-methylphenyl)-5-(4-pentylbicyclo[2.2.2]oct-1-yl)-1,3,4-oxadiazole), FC(C(=O)[O-])(F)F.C[NH3+] (methylammonium trifluoroacetate), CN (methylamine). Yields the product COC1=CC(=C(C=C1)C1=NN=C(N1C)C12CCC(CC1)(CC2)CCCCC)C (3-(4-methoxy-2-methylphenyl)-4-methyl-5-(4-pentylbicyclo[2.2.2]oct-1-yl)-4H-1,2,4-triazole). Reaction SMILES: COC1C=[CH:7][C:6]([C:9]2O[C:11]([C:14]34[CH2:21][CH2:20][C:17]([CH2:22][CH2:23][CH2:24][CH2:25][CH3:26])([CH2:18][CH2:19]3)[CH2:16][CH2:15]4)=[N:12][N:13]=2)=[C:5]([CH3:27])[CH:4]=1.F[C:29](F)(F)[C:30]([O-:32])=O.[CH3:35][NH3+:36].[CH3:37]N>>[CH3:37][O:32][C:30]1[CH:29]=[CH:7][C:6]([C:9]2[N:36]([CH3:35])[C:11]([C:14]34[CH2:15][CH2:16][C:17]([CH2:22][CH2:23][CH2:24][CH2:25][CH3:26])([CH2:20][CH2:21]3)[CH2:18][CH2:19]4)=[N:12][N:13]=2)=[C:5]([CH3:27])[CH:4]=1 |f:1.2|. Procedure: 2-(4-Methoxy-2-methylphenyl)-5-(4-pentylbicyclo[2.2.2]oct-1-yl)-1,3,4-oxadiazole (2-E) (988 mg, 2.68 mmol), methylammonium trifluoroacetate (9.72 g, 67 mmol, prepared by combining equimolar amounts of methylamine and trifluoroacetic acid in ether followed by concentration in vacuo), and methylamine (2M/MeOH, 33 mL, 67 mmol) were stirred together in a glass bomb at 150° C. for 114 h. The mixture was concentrated in vacuo and the residue partitioned with methylene chloride and water. The aqueous p... The reactants are C(C1=CC=CC=C1)OC=1C=C(C=CC1OC)CCO[C@H]1[C@@H](CCCC1)N1C[C@@H](CC1)O ((3R)-1-[(1R,2R)-2-[2-(3-benzyloxy-4-methoxy-phenyl)ethoxy]cyclohexyl]-3-pyrrolidinol), [H][H] (Hydrogen), N#N (N2). The reagents and catalysts are [Pd] (Pd/C). Run in CO (methanol). Conditions: time 3 hour. The product is OC=1C=C(C=CC1OC)CCO[C@H]1[C@@H](CCCC1)N1C[C@@H](CC1)O ((3R)-1-[(1R,2R)-2-[2-(3-hydroxy-4-methoxy-phenyl)ethoxy]cyclohexyl]-3-pyrrolidinol). RXN SMILES: C([O:8][C:9]1[CH:10]=[C:11]([CH2:17][CH2:18][O:19][C@@H:20]2[CH2:25][CH2:24][CH2:23][CH2:22][C@H:21]2[N:26]2[CH2:30][CH2:29][C@@H:28]([OH:31])[CH2:27]2)[CH:12]=[CH:13][C:14]=1[O:15][CH3:16])C1C=CC=CC=1.N#N.[H][H]>[Pd].CO>[OH:8][C:9]1[CH:10]=[C:11]([CH2:17][CH2:18][O:19][C@@H:20]2[CH2:25][CH2:24][CH2:23][CH2:22][C@H:21]2[N:26]2[CH2:30][CH2:29][C@@H:28]([OH:31])[CH2:27]2)[CH:12]=[CH:13][C:14]=1[O:15][CH3:16]. Procedure: To compound (3R)-1-[(1R,2R)-2-[2-(3-benzyloxy-4-methoxy-phenyl)ethoxy]cyclohexyl]-3-pyrrolidinol (35.0 g, 75.8 mmol) was added methanol (150 mL). This solution was transferred to a Parr bottle and Pd/C (10% wt/wt on activated carbon) was added portion-wise while maintaining a N2 atmosphere through the reaction mixture. Hydrogen pressure (60 psi) was then applied and the vessel shaken for 3 hours, after which HPLC showed complete consumption of the starting material. The reaction mixture was filt... The reactants are C1(=CC=CC=C1)C1=CC=C2CC(NC2=C1)=O (6-phenyl-2-oxindole), ClS(=O)(=O)N=C=O (chlorosulfonyl isocyanate), C1(=CC=CC=C1)C (toluene), O1CCCC1 (tetrahyrofuran). Solvent: O (water). Run at temperature 5 celsius, time 1 hour. Product: C1(=CC=CC=C1)C1=CC=C2CC(N(C2=C1)C(=O)N)=O (6-Phenyl-2-oxindole-1-carboxamide). RXN SMILES: [C:1]1([C:7]2[CH:15]=[C:14]3[C:10]([CH2:11][C:12](=[O:16])[NH:13]3)=[CH:9][CH:8]=2)[CH:6]=[CH:5][CH:4]=[CH:3][CH:2]=1.C1(C)C=CC=CC=1.O1CCCC1.ClS([N:33]=[C:34]=[O:35])(=O)=O>O>[C:1]1([C:7]2[CH:15]=[C:14]3[C:10]([CH2:11][C:12](=[O:16])[N:13]3[C:34]([NH2:33])=[O:35])=[CH:9][CH:8]=2)[CH:2]=[CH:3][CH:4]=[CH:5][CH:6]=1. Procedure details: To 4.5 g. (21.5 mmole) of 6-phenyl-2-oxindole in a mixture of 100 ml. of toluene and 25 ml. of tetrahyrofuran was added, with stirring, at 5° C., 2.2 ml. (25.8 mmole) of chlorosulfonyl isocyanate. Stirring was continued for 1 hour at 0°-5° C. and then 100 ml. of water was added. The solid was recovered by filtration and added to a mixture of 40 ml. of glacial acetic acid and 80 ml. of water. The resulting mixture was heated at 100° C. for 1 hour, cooled and filtered. The residue was dried to giv... Reaction SMILES: Cl[CH2:2][C:3]1[CH:7]=[C:6]([C:8]2[CH:13]=[CH:12][CH:11]=[CH:10][C:9]=2[Cl:14])[O:5][N:4]=1.C[O:16][C:17](=[O:30])[CH2:18][O:19][C:20]1[CH:28]=[CH:27][C:26]([SH:29])=[C:25]2[C:21]=1[CH2:22][CH2:23][CH2:24]2>>[Cl:14][C:9]1[CH:10]=[CH:11][CH:12]=[CH:13][C:8]=1[C:6]1[O:5][N:4]=[C:3]([CH2:2][S:29][C:26]2[CH:27]=[CH:28][C:20]([O:19][CH2:18][C:17]([OH:30])=[O:16])=[C:21]3[C:25]=2[CH2:24][CH2:23][CH2:22]3)[CH:7]=1. Product: ClC1=C(C=CC=C1)C1=CC(=NO1)CSC=1C=CC(=C2CCCC12)OCC(=O)O ({7-[5-(2-Chloro-phenyl)-isoxazol-3-ylmethylsulfanyl]-indan-4-yloxy}-acetic acid). The reactants are ClCC1=NOC(=C1)C1=C(C=CC=C1)Cl (3-chloromethyl-5-(2-chloro-phenyl)-isoxazole), COC(COC1=C2CCCC2=C(C=C1)S)=O ((7-Mercapto-indan-4-yloxy)-acetic acid methyl ester). Procedure details: The title compound was prepared in the manner analogous to Example 1F using commercially available 3-chloromethyl-5-(2-chloro-phenyl)-isoxazole and 12C. MS m/z 430 (M+1). Reactants: C(CCC=C)[C@@H]1CC[C@H](CC1)C1=CC=C(C=C1)C(C)=O (p-[trans-4-(4-pentenyl)cyclohexyl]acetophenone), O.NN (hydrazine hydrate), solid, [OH-].[K+] (potassium hydroxide). The solvent is C(C)O (ethanol), C(COCCO)O (diethylene glycol). Run at temperature 110 celsius, time 1 hour. The product is C(C)C1=CC=C(C=C1)[C@@H]1CC[C@H](CC1)CCCC=C (4-ethyl-1-[trans-4-(4-pentenyl)cyclohexyl]benzene). Isolated yield 89.0%. As a reaction SMILES: [CH2:1]([C@H:6]1[CH2:11][CH2:10][C@H:9]([C:12]2[CH:17]=[CH:16][C:15]([C:18](=O)[CH3:19])=[CH:14][CH:13]=2)[CH2:8][CH2:7]1)[CH2:2][CH2:3][CH:4]=[CH2:5].O.NN.[OH-].[K+]>C(O)C.C(O)COCCO>[CH2:18]([C:15]1[CH:14]=[CH:13][C:12]([C@H:9]2[CH2:10][CH2:11][C@H:6]([CH2:1][CH2:2][CH2:3][CH:4]=[CH2:5])[CH2:7][CH2:8]2)=[CH:17][CH:16]=1)[CH3:19] |f:1.2,3.4|. Procedure: A solution of 0.9 g of p-[trans-4-(4-pentenyl)cyclohexyl]acetophenone in 8 ml of ethanol and 8 ml of diethylene glycol was treated with 350 ml of hydrazine hydrate while gassing with argon and the solution was then heated to reflux (bath temperature 110° C.) while stirring for 1 hour. Subsequently, the mixture was treated with 421 mg of solid potassium hydroxide, the bath temperature was increased to 210° C. and the ethanol was distilled off. After 3 hours at 210° C. the reaction was interrupted... Reactants: [OH-].[Na+] (sodium hydroxide), COC1=CC=C2C=CC=3N(C2=C1)C=C(N3)C(=O)OCC (ethyl 8-methoxyimidazo-[1,2-a]-quinoline-2-carboxylate), Cl (hydrochloric acid). The solvent is C(C)O (ethanol). Yields the product COC1=CC=C2C=CC=3N(C2=C1)C=C(N3)C(=O)O (8-methoxyimidazo-[1,2-a]-quinoline-2-carboxylic acid). As a reaction SMILES: [CH3:1][O:2][C:3]1[CH:12]=[C:11]2[C:6]([CH:7]=[CH:8][C:9]3[N:10]2[CH:13]=[C:14]([C:16]([O:18]CC)=[O:17])[N:15]=3)=[CH:5][CH:4]=1.[OH-].[Na+].Cl>C(O)C>[CH3:1][O:2][C:3]1[CH:12]=[C:11]2[C:6]([CH:7]=[CH:8][C:9]3[N:10]2[CH:13]=[C:14]([C:16]([OH:18])=[O:17])[N:15]=3)=[CH:5][CH:4]=1 |f:1.2|. Procedure details: 1.35 g of ethyl 8-methoxyimidazo-[1,2-a]-quinoline-2-carboxylate were dissolved in 60 ml of ethanol and 2.5 ml of 2 N sodium hydroxide were added thereto. The mixture was refluxed for 1 hour whereupon a colorless gel was produced and after 3 ml of 2 N hydrochloric acid were added, and the mixture was refluxed for another 60 minutes and then was allowed to cool to room temperature. The cream precipitate thus formed was filtered off and was recrystallized from glacial acetic acid and then was wash... Reaction SMILES: [N+:1]([C:4]1[CH:9]=[CH:8][C:7]([C:10]2[C:18]3[C:13](=[N:14][CH:15]=[N:16][C:17]=3[NH2:19])[NH:12][N:11]=2)=[CH:6][CH:5]=1)([O-:3])=[O:2].C([O-])([O-])=O.[K+].[K+].CS(O[C@H:31]1[CH2:35][CH2:34][O:33][CH2:32]1)(=O)=O>CN(C=O)C>[O:33]1[CH2:34][CH2:35][C@@H:31]([N:12]2[C:13]3=[N:14][CH:15]=[N:16][C:17]([NH2:19])=[C:18]3[C:10]([C:7]3[CH:6]=[CH:5][C:4]([N+:1]([O-:3])=[O:2])=[CH:9][CH:8]=3)=[N:11]2)[CH2:32]1 |f:1.2.3|. Starting materials: [N+](=O)([O-])C1=CC=C(C=C1)C1=NNC2=NC=NC(=C21)N (3-(4-nitrophenyl)-1H-pyrazolo[3,4-d]pyrimidin-4-amine), C(=O)([O-])[O-].[K+].[K+] (K2CO3), CS(=O)(=O)O[C@@H]1COCC1 ((S)-tetrahydrofuran-3-yl methanesulfonate). The solvent is CN(C)C=O (DMF). The product is O1C[C@@H](CC1)N1N=C(C=2C1=NC=NC2N)C2=CC=C(C=C2)[N+](=O)[O-] (1-((R)-tetrahydrofuran-3-yl)-3-(4-nitrophenyl)-1H-pyrazolo[3,4-d]pyrimidin-4-amine). Run at time 3 hour. Reported procedure: A solution of 3-(4-nitrophenyl)-1H-pyrazolo[3,4-d]pyrimidin-4-amine (0.5 g, 1.95 mmol), K2CO3 (1.08 g, 7.8 mmol), and (S)-tetrahydrofuran-3-yl methanesulfonate (0.389 g, 2.34 mmol) in DMF (20 mL) was brought to 80° C. under an argon atmosphere. The reaction mixture was left stirring for 3 hours, then cooled and filtered. The filtrate was concentrated in vacuo, but not to dryness. 20 mL of 0.1 sodium citrate was added causing a solid to form, which was collected by filtration to afford 1-((R)-tet... Starting materials: CCn1c(=O)n(OCc2ccccc2)c(=O)c2cc(F)c(N3CCOCC3)cc21, C1CCOC1, CO, [H][H]. The product is CCn1c(=O)n(O)c(=O)c2cc(F)c(N3CCOCC3)cc21. RXN SMILES: [CH2:1]([c:2]1[cH:3][cH:4][cH:5][cH:6][cH:7]1)[O:8][n:9]1[c:10](=[O:29])[n:11]([CH2:27][CH3:28])[c:12]2[cH:13][c:14]([N:21]3[CH2:22][CH2:23][O:24][CH2:25][CH2:26]3)[c:15]([F:20])[cH:16][c:17]2[c:18]1=[O:19].[CH2:32]1[O:33][CH2:34][CH2:35][CH2:36]1.[CH3:37][OH:38].[H:30][H:31]>>[OH:8][n:9]1[c:10](=[O:29])[n:11]([CH2:27][CH3:28])[c:12]2[cH:13][c:14]([N:21]3[CH2:22][CH2:23][O:24][CH2:25][CH2:26]3)[c:15]([F:20])[cH:16][c:17]2[c:18]1=[O:19]. Reactants: NC1=C2N=CN(C2=NC(=N1)OCCCO)CC1=CC=CC=C1 (6-Amino-9-benzyl-2-(3-hydroxypropoxy)purine), BrBr (bromine), S(=S)(=O)([O-])[O-].[Na+].[Na+] (sodium thiosulfate). Run in C(Cl)Cl (methylene chloride). Conditions: time 4 hour. Product: NC1=C2N=C(N(C2=NC(=N1)OCCCO)CC1=CC=CC=C1)Br (6-Amino-9-benzyl-8-bromo-2-(3-hydroxypropoxy)purine). The yield is 54.0%. RXN SMILES: [NH2:1][C:2]1[N:10]=[C:9]([O:11][CH2:12][CH2:13][CH2:14][OH:15])[N:8]=[C:7]2[C:3]=1[N:4]=[CH:5][N:6]2[CH2:16][C:17]1[CH:22]=[CH:21][CH:20]=[CH:19][CH:18]=1.[Br:23]Br.S([O-])([O-])(=O)=S.[Na+].[Na+]>C(Cl)Cl>[NH2:1][C:2]1[N:10]=[C:9]([O:11][CH2:12][CH2:13][CH2:14][OH:15])[N:8]=[C:7]2[C:3]=1[N:4]=[C:5]([Br:23])[N:6]2[CH2:16][C:17]1[CH:22]=[CH:21][CH:20]=[CH:19][CH:18]=1 |f:2.3.4|. Procedure details: 6-Amino-9-benzyl-2-(3-hydroxypropoxy)purine (210 mg, 0.7 mmol) and bromine (0.5 ml) were dissolved in methylene chloride (200 ml). The solution was stirred at room temperature for 4 hours. Aqueous sodium thiosulfate was added to the reaction mixture. The organic layer was separated, dried on magnesium sulfate and concentrated in vacuo to dryness. The residue was purified with silica gel chromatography (5% methanol/chloroform) to give the subject compound (143 mg, yield 54%).